Dataset: the Open Reaction Database (ORD), a public repository of structured organic reaction records. Task: describe an organic reaction: reactants, conditions, products, and yield Starting materials: [N+](=O)([O-])C1=CC2=C(CCN(CC2)CC2=NC3=CC=C(C=C3C=C2)[N+](=O)[O-])C=C1 (7-nitro-3-(6-nitroquinol-2-ylmethyl)-1,2,4,5-tetrahydro-3H-3-benzazepine). Reagents/catalysts: [H][H].[Pd] (H2 Pd/C). Solvent: C(C)O (ethanol). Yields the product NC1=CC2=C(CCN(CC2)CC2=NC3=CC=C(C=C3C=C2)N)C=C1 (7-Amino-3-(6-aminoquinol-2-ylmethyl)-1,2,4,5-tetrahydro-3H-3-benzazepine). As a reaction SMILES: [N+:1]([C:4]1[CH:28]=[CH:27][C:7]2[CH2:8][CH2:9][N:10]([CH2:13][C:14]3[CH:23]=[CH:22][C:21]4[C:16](=[CH:17][CH:18]=[C:19]([N+:24]([O-])=O)[CH:20]=4)[N:15]=3)[CH2:11][CH2:12][C:6]=2[CH:5]=1)([O-])=O>C(O)C.[H][H].[Pd]>[NH2:1][C:4]1[CH:28]=[CH:27][C:7]2[CH2:8][CH2:9][N:10]([CH2:13][C:14]3[CH:23]=[CH:22][C:21]4[C:16](=[CH:17][CH:18]=[C:19]([NH2:24])[CH:20]=4)[N:15]=3)[CH2:11][CH2:12][C:6]=2[CH:5]=1 |f:2.3|. Procedure details: The title compound was prepared similarly to the procedure of Preparation 5 by the hydrogenation of 7-nitro-3-(6-nitroquinol-2-ylmethyl)-1,2,4,5-tetrahydro-3H-3-benzazepine using H2 /Pd/C in ethanol. Starting materials: FC1=CC=C(CNC(=O)C2(C3=CC=CC=C3C=3C=CC=CC23)CCCCBr)C=C1 (9-(4-bromo-butyl)-9H-fluorene-9-carboxylic acid-4-fluoro-benzylamide), C[C@H]1CN(CCN1)C1=NC2=CC=CC=C2C=C1 (2-[(S)-3-methyl-piperazin-1-yl]-quinoline). The product is FC1=CC=C(CNC(=O)C2(C3=CC=CC=C3C=3C=CC=CC23)CCCCN2[C@H](CN(CC2)C2=NC3=CC=CC=C3C=C2)C)C=C1 (9-{4-[(S)-2-methyl-4-quinolin-2-yl-piperazin-1-yl]-butyl}-9H-fluorene-9-carboxylic acid-4-fluoro-benzylamide). As a reaction SMILES: [F:1][C:2]1[CH:29]=[CH:28][C:5]([CH2:6][NH:7][C:8]([C:10]2([CH2:23][CH2:24][CH2:25][CH2:26]Br)[C:22]3[CH:21]=[CH:20][CH:19]=[CH:18][C:17]=3[C:16]3[C:11]2=[CH:12][CH:13]=[CH:14][CH:15]=3)=[O:9])=[CH:4][CH:3]=1.[CH3:30][C@@H:31]1[NH:36][CH2:35][CH2:34][N:33]([C:37]2[CH:46]=[CH:45][C:44]3[C:39](=[CH:40][CH:41]=[CH:42][CH:43]=3)[N:38]=2)[CH2:32]1>>[F:1][C:2]1[CH:29]=[CH:28][C:5]([CH2:6][NH:7][C:8]([C:10]2([CH2:23][CH2:24][CH2:25][CH2:26][N:36]3[CH2:35][CH2:34][N:33]([C:37]4[CH:46]=[CH:45][C:44]5[C:39](=[CH:40][CH:41]=[CH:42][CH:43]=5)[N:38]=4)[CH2:32][C@@H:31]3[CH3:30])[C:22]3[CH:21]=[CH:20][CH:19]=[CH:18][C:17]=3[C:16]3[C:11]2=[CH:12][CH:13]=[CH:14][CH:15]=3)=[O:9])=[CH:4][CH:3]=1. Procedure details: Prepared analogously to Example 1 from 9-(4-bromo-butyl)-9H-fluorene-9-carboxylic acid-4-fluoro-benzylamide and 2-[(S)-3-methyl-piperazin-1-yl]-quinoline The reactants are C1(=CC=CC=C1)C1(CCN(CC1)C(=O)OC1C2CC3CC(CC1C3)C2)C(=O)OC (1-(2-adamantyl) 4-methyl 4-phenylpiperidine-1,4-dicarboxylate), CO (MeOH), [Li+].[BH4-] (LiBH4). The solvent is Cl (HCl), C1CCOC1 (THF). Reaction conditions: time 4 day. Product: OCC1(CCN(CC1)C(=O)OC1C2CC3CC(CC1C3)C2)C2=CC=CC=C2 (2-adamantyl 4-(hydroxymethyl)-4-phenylpiperidine-1-carboxylate). Yield: 1.9%. RXN SMILES: [C:1]1([C:7]2([C:26](OC)=[O:27])[CH2:12][CH2:11][N:10]([C:13]([O:15][CH:16]3[CH:23]4[CH2:24][CH:19]5[CH2:20][CH:21]([CH2:25][CH:17]3[CH2:18]5)[CH2:22]4)=[O:14])[CH2:9][CH2:8]2)[CH:6]=[CH:5][CH:4]=[CH:3][CH:2]=1.CO.[Li+].[BH4-]>C1COCC1.Cl>[OH:27][CH2:26][C:7]1([C:1]2[CH:2]=[CH:3][CH:4]=[CH:5][CH:6]=2)[CH2:12][CH2:11][N:10]([C:13]([O:15][CH:16]2[CH:23]3[CH2:24][CH:19]4[CH2:20][CH:21]([CH2:25][CH:17]2[CH2:18]4)[CH2:22]3)=[O:14])[CH2:9][CH2:8]1 |f:2.3|. Procedure details: To a stirred solution of 1-(2-adamantyl) 4-methyl 4-phenylpiperidine-1,4-dicarboxylate (1.33 g, 3.35 mmol) and MeOH (0.068 mL, 1.67 mmol) in dry THF (20 mL) at rt was added solid LiBH4 (0.30 g, 13.4 mmol). The mixture was stirred at rt for 4 days. The mixture was diluted with 5% aq HCl (50 mL) and extracted with ether (175 mL). The organic layer was washed with satd aq NaHCO3 (50 mL), dried over MgSO4 and concentrated to afford crude title compound (1.21 g) as a white foam. A 40-mg portion was p... Starting materials: CCOC(=O)CCCBr, O=C([O-])O, CN(C)P(=O)(N(C)C)N(C)C, Nc1ccc2oc(-c3ccc4ccc(Cl)cc4n3)cc2c1, [Na+]. Product: CCOC(=O)CCCNc1ccc2oc(-c3ccc4ccc(Cl)cc4n3)cc2c1. As a reaction SMILES: [Br:27][CH2:28][CH2:29][CH2:30][C:31](=[O:32])[O:33][CH2:34][CH3:35].[C:22](=[O:23])([OH:24])[O-:25].[CH3:36][N:37]([CH3:38])[P:39](=[O:40])([N:41]([CH3:42])[CH3:43])[N:44]([CH3:45])[CH3:46].[Cl:1][c:2]1[cH:3][cH:4][c:5]2[cH:6][cH:7][c:8](-[c:12]3[o:13][c:14]4[c:15]([cH:16]3)[cH:17][c:18]([NH2:21])[cH:19][cH:20]4)[n:9][c:10]2[cH:11]1.[Na+:26]>>[Cl:1][c:2]1[cH:3][cH:4][c:5]2[cH:6][cH:7][c:8](-[c:12]3[o:13][c:14]4[c:15]([cH:16]3)[cH:17][c:18]([NH:21][CH2:28][CH2:29][CH2:30][C:31](=[O:32])[O:33][CH2:34][CH3:35])[cH:19][cH:20]4)[n:9][c:10]2[cH:11]1.